From a dataset of the Open Reaction Database (ORD), a public repository of structured organic reaction records. describe an organic reaction: reactants, conditions, products, and yield Starting materials: O=C([O-])O, CC(C)(C)OC(=O)NCc1ccc(-c2cccc(OCc3ccccc3)c2)cc1, ClCCl, [Na+], O=C(O)C(F)(F)F. The product is NCc1ccc(-c2cccc(OCc3ccccc3)c2)cc1. As a reaction SMILES: [C:37](=[O:38])([O-:39])[OH:40].[CH2:1]([c:2]1[cH:3][cH:4][cH:5][cH:6][cH:7]1)[O:8][c:9]1[cH:10][c:11](-[c:15]2[cH:16][cH:17][c:18]([CH2:21][NH:22][C:23](=[O:24])[O:25][C:26]([CH3:27])([CH3:28])[CH3:29])[cH:19][cH:20]2)[cH:12][cH:13][cH:14]1.[Cl:42][CH2:43][Cl:44].[Na+:41].[OH:30][C:31]([C:32]([F:33])([F:34])[F:35])=[O:36]>>[CH2:1]([c:2]1[cH:3][cH:4][cH:5][cH:6][cH:7]1)[O:8][c:9]1[cH:10][c:11](-[c:15]2[cH:16][cH:17][c:18]([CH2:21][NH2:22])[cH:19][cH:20]2)[cH:12][cH:13][cH:14]1. The reactants are C(C)(=O)OCC(CSC1=NC2=C(C(=C(C=C2C(=C1C(=O)OCC)O)F)F)F)=O (ethyl 2-(3-acetoxy-2-oxopropylthio)-6,7,8-trifluoro-4-hydroxyquinoline-3-carboxylate), ice water, ice water. The solvent is S(O)(O)(=O)=O (sulfuric acid). Conditions: time 45 minute. Product: FC=1C=C2C(C(=C3N(C2=C(C1F)F)C(=CS3)CO)C(=O)O)=O (7,8,9-trifluoro-1-hydroxymethyl-5-oxo-5H-thiazolo[3,2-a]quinoline-4-carboxylic acid). The yield is 50.0%. RXN SMILES: C([O:4][CH2:5][C:6](=O)[CH2:7][S:8][C:9]1[C:18]([C:19]([O:21]CC)=[O:20])=[C:17]([OH:24])[C:16]2[C:11](=[C:12]([F:27])[C:13]([F:26])=[C:14]([F:25])[CH:15]=2)[N:10]=1)(=O)C>S(=O)(=O)(O)O>[F:25][C:14]1[CH:15]=[C:16]2[C:11](=[C:12]([F:27])[C:13]=1[F:26])[N:10]1[C:6]([CH2:5][OH:4])=[CH:7][S:8][C:9]1=[C:18]([C:19]([OH:21])=[O:20])[C:17]2=[O:24]. Reported procedure: Concd. sulfuric acid (300 ml) was added to ethyl 2-(3-acetoxy-2-oxopropylthio)-6,7,8-trifluoro-4-hydroxyquinoline-3-carboxylate (36.0 g) and the mixture was stirred at room temperature for 45 minutes and then at 85° C. for 19 hours. After adding ice-water (250 g) with cooling, the mixture was stirred at room temperature for 3 hours and the reaction mixture was then poured into ice-water. After precipitated crystal was filtered and washed with water, the resultant was recrystallized from a mixed ... Reactants: COC(=O)C(C)C, C1CCOC1, CN1CCCN(C)C1=O, CCCCCC, [Li]CCCC, CC(C)NC(C)C, CC(C)CCCI. Yields the product COC(=O)C(C)(C)CCCC(C)C. RXN SMILES: [C:13]([CH:14]([CH3:15])[CH3:16])(=[O:17])[O:18][CH3:19].[CH2:36]1[O:37][CH2:38][CH2:39][CH2:40]1.[CH3:27][N:28]1[CH2:29][CH2:30][CH2:31][N:32]([CH3:33])[C:34]1=[O:35].[CH3:41][CH2:42][CH2:43][CH2:44][CH2:45][CH3:46].[CH3:8][CH2:9][CH2:10][CH2:11][Li:12].[CH:1]([NH:2][CH:3]([CH3:4])[CH3:5])([CH3:6])[CH3:7].[I:20][CH2:21][CH2:22][CH2:23][CH:24]([CH3:25])[CH3:26]>>[C:13]([C:14]([CH3:15])([CH3:16])[CH2:21][CH2:22][CH2:23][CH:24]([CH3:25])[CH3:26])(=[O:17])[O:18][CH3:19]. Starting materials: C1=CC=CC2=CC=CC=C12 (naphthalene), ClS(=O)(=O)O (chlorosulfonic acid), ice water. The reagents and catalysts are S(N)(O)(=O)=O (sulfamic acid). Reaction conditions: time 4 hour. Product: C1(=CC=CC=2C(=CC=CC12)S(=O)(=O)Cl)S(=O)(=O)Cl (naphthalene-1,5-disulfonyl chloride). The yield is 105.8%. As a reaction SMILES: [CH:1]1[C:10]2[C:5](=[CH:6][CH:7]=[CH:8][CH:9]=2)[CH:4]=[CH:3][CH:2]=1.[Cl:11][S:12]([OH:15])(=O)=[O:13]>S(=O)(=O)(O)N>[C:9]1([S:12]([Cl:11])(=[O:15])=[O:13])[C:10]2[CH:1]=[CH:2][CH:3]=[C:4]([S:12]([Cl:11])(=[O:15])=[O:13])[C:5]=2[CH:6]=[CH:7][CH:8]=1. Procedure details: 64.1 g (0.5 mol) of naphthalene are introduced with ice cooling into 640.7 g (5.5 mol) of chlorosulfonic acid, to which 1 g of sulfamic acid has been added. The mixture is then stirred at room temperature for 4 hours. The reaction mixture is added dropwise to ice water, and the precipitated crystals are filtered off with suction and washed with water. 172.1 g of naphthalene-1,5-disulfonyl chloride having a water content of 26.5% and a chloride content of 71.6%, corresponding to 123.2 g (75.7%), ...